This data is from the Open Reaction Database (ORD), a public repository of structured organic reaction records. The task is: describe an organic reaction: reactants, conditions, products, and yield Starting materials: C1(CCCCC1)=CCC1(C(C(=C(C2=CC=CC=C12)O)C1=NS(C2=C(N1)C=CC(=C2)NS(=O)(=O)C)(=O)=O)=O)C (N-{3-[4-(2-cyclohexylideneethyl)-1-hydroxy-4-methyl-3-oxo-3,4-dihydronaphthalen-2-yl]-1,1-dioxido-4H-1,2,4-benzothiadiazin-7-yl}methanesulfonamide), [H][H] (hydrogen). Reagents/catalysts: [Pd] (palladium on carbon). Solvent: CO (methanol), O1CCCC1 (tetrahydrofuran). Run at time 24 hour. The product is C1(CCCCC1)CCC1(C(C(=C(C2=CC=CC=C12)O)C1=NS(C2=C(N1)C=CC(=C2)NS(=O)(=O)C)(=O)=O)=O)C (N-{3-[4-(2-cyclohexylethyl)-1-hydroxy-4-methyl-3-oxo-3,4-dihydronaphthalen-2-yl]-1,1-dioxido-4H-1,2,4-benzothiadiazin-7-yl}methanesulfonamide). Yield: 100.9%. As a reaction SMILES: [C:1]1(=[CH:7][CH2:8][C:9]2([CH3:38])[C:18]3[C:13](=[CH:14][CH:15]=[CH:16][CH:17]=3)[C:12]([OH:19])=[C:11]([C:20]3[NH:25][C:24]4[CH:26]=[CH:27][C:28]([NH:30][S:31]([CH3:34])(=[O:33])=[O:32])=[CH:29][C:23]=4[S:22](=[O:36])(=[O:35])[N:21]=3)[C:10]2=[O:37])[CH2:6][CH2:5][CH2:4][CH2:3][CH2:2]1.[H][H]>[Pd].CO.O1CCCC1>[CH:1]1([CH2:7][CH2:8][C:9]2([CH3:38])[C:18]3[C:13](=[CH:14][CH:15]=[CH:16][CH:17]=3)[C:12]([OH:19])=[C:11]([C:20]3[NH:25][C:24]4[CH:26]=[CH:27][C:28]([NH:30][S:31]([CH3:34])(=[O:33])=[O:32])=[CH:29][C:23]=4[S:22](=[O:35])(=[O:36])[N:21]=3)[C:10]2=[O:37])[CH2:6][CH2:5][CH2:4][CH2:3][CH2:2]1. Procedure details: To a solution of Example 147 (18 mg, 0.032 mmol), 10% palladium on carbon (5 mg) in methanol (5 mL) and tetrahydrofuran (5 mL) was added a hydrogen balloon. After evacuating the solution two times the mixture was stirred under the hydrogen atmosphere at room temperature for 24 hours. The solution was then filtered through celite and the filtrate concentrated to provide the title compound (18 mg, 100%). MS (ESI+) m/z=558 (M+H)+. 1H NMR (300 MHz, DMSO-d6): δ 0.42 (m, 1H), 0.62 (m, 2H), 0.78 (m, 2H... Reported procedure: A solution of 136d (140 mg, 0.21 mmol) in methanol/dichloromethane (4/4 mL) was added NaBH4 (16 mg, 0.63 mmol). The mixture was stirred at room temperature for 1 h and quenched with water (2 mL). It was then evaporated under reduced pressure and the residue was purified by reverse-phase prep-HPLC to afford 136 (40 mg, 28%) as a white solid. MS-ESI: [M+H]+ 654.3. 1H NMR (500 MHz, DMSO-d6) δ 9.00 (s, 1H), 8.77 (d, J=8.0 Hz, 1H), 8.57 (d, J=5.0 Hz, 1H), 8.53 (d, J=2.5 Hz, 1H), 8.25 (d, J=2.5 Hz, 1H... Solvent: CO.ClCCl (methanol dichloromethane). Reaction SMILES: [C:1]([C:5]1[CH:6]=[C:7]2[C:12](=[C:13]([F:15])[CH:14]=1)[C:11](=[O:16])[N:10]([C:17]1[N:24]=[CH:23][CH:22]=[C:21]([C:25]3[CH:30]=[C:29]([NH:31][C:32]4[CH:37]=[CH:36][C:35]([C:38]([N:40]5[CH2:45][CH2:44][O:43][CH2:42][C@@H:41]5[CH3:46])=[O:39])=[CH:34][N:33]=4)[C:28](=[O:47])[N:27]([CH3:48])[CH:26]=3)[C:18]=1[CH:19]=[O:20])[N:9]=[CH:8]2)([CH3:4])([CH3:3])[CH3:2].[BH4-].[Na+]>CO.ClCCl>[C:1]([C:5]1[CH:6]=[C:7]2[C:12](=[C:13]([F:15])[CH:14]=1)[C:11](=[O:16])[N:10]([C:17]1[C:18]([CH2:19][OH:20])=[C:21]([C:25]3[CH:30]=[C:29]([NH:31][C:32]4[CH:37]=[CH:36][C:35]([C:38]([N:40]5[CH2:45][CH2:44][O:43][CH2:42][C@@H:41]5[CH3:46])=[O:39])=[CH:34][N:33]=4)[C:28](=[O:47])[N:27]([CH3:48])[CH:26]=3)[CH:22]=[CH:23][N:24]=1)[N:9]=[CH:8]2)([CH3:3])([CH3:2])[CH3:4] |f:1.2,3.4|. Run at time 1 hour. Product: C(C)(C)(C)C=1C=C2C=NN(C(C2=C(C1)F)=O)C1=NC=CC(=C1CO)C1=CN(C(C(=C1)NC1=NC=C(C=C1)C(=O)N1[C@H](COCC1)C)=O)C (6-tert-butyl-8-fluoro-2-[3-(hydroxymethyl)-4-[1-methyl-5-[[5-[(3S)-3-methylmorpholine-4-carbonyl]-2-pyridyl]amino]-6-oxo-3-pyridyl]-2-pyridyl]phthalazin-1-one). Starting materials: C(C)(C)(C)C=1C=C2C=NN(C(C2=C(C1)F)=O)C1=C(C=O)C(=CC=N1)C1=CN(C(C(=C1)NC1=NC=C(C=C1)C(=O)N1[C@H](COCC1)C)=O)C ((S)-2-(6-tert-Butyl-8-fluoro-1-oxophthalazin-2(1H)-yl)-4-(1-methyl-5-(5-(3-methylmorpholine-4-carbonyl)pyridin-2-ylamino)-6-oxo-1,6-dihydropyridin-3-yl)nicotinaldehyde), [BH4-].[Na+] (NaBH4). Isolated yield 29.1%. Starting materials: C(=O)C1=CC(=C(C(=O)OCC)C=C1)C (Ethyl 4-formyl-2-methylbenzoate), C(=O)C1=CC(=C(C(=O)O)C=C1)C (4-formyl-2-methylbenzoic acid), OS(=O)(=O)O (H2SO4). Run in CCO (EtOH). Run at temperature 80 celsius. The product is CC1=C(C(=O)OCC)C=CC(=C1)C=C (Ethyl 2-methyl-4-vinylbenzoate). Yield: 80.0%. RXN SMILES: [CH:1]([C:3]1[CH:13]=[CH:12][C:6]([C:7]([O:9][CH2:10][CH3:11])=[O:8])=[C:5]([CH3:14])[CH:4]=1)=O.[CH:15](C1C=CC(C(O)=O)=C(C)C=1)=O.OS(O)(=O)=O>CCO>[CH3:14][C:5]1[CH:4]=[C:3]([CH:1]=[CH2:15])[CH:13]=[CH:12][C:6]=1[C:7]([O:9][CH2:10][CH3:11])=[O:8]. Reported procedure: Ethyl 4-formyl-2-methylbenzoate (AI16). To a stirred solution of 4-formyl-2-methylbenzoic acid (3 g, 18.2 mmol) in EtOH (30 mL) was added conc. H2SO4 (2 mL) and the reaction mixture was heated at 80° C. for 18 h. The reaction mixture was cooled to 25° C. and concentrated under reduced pressure. The residue was diluted with EtOAc and washed with water. The combined EtOAc extracts were washed with brine, dried over Na2SO4 and concentrated under reduced pressure to afford the title compound as a so... The reactants are CCOC(=O)c1ccc(C)[nH]1, ClC(Cl)Cl, O=C1CCC(=O)N1Cl, [Na+], [OH-]. The product is CCOC(=O)c1cc(Cl)c(C)[nH]1. RXN SMILES: [CH3:9][c:10]1[cH:11][cH:12][c:13]([C:15](=[O:16])[O:17][CH2:18][CH3:19])[nH:14]1.[CH:22]([Cl:23])([Cl:24])[Cl:25].[Cl:1][N:2]1[C:3](=[O:4])[CH2:5][CH2:6][C:7]1=[O:8].[Na+:21].[OH-:20]>>[Cl:1][c:11]1[c:10]([CH3:9])[nH:14][c:13]([C:15](=[O:16])[O:17][CH2:18][CH3:19])[cH:12]1. Reactants: ClC1=CC=NC2=C(C=CC=C12)F (4-chloro-8-fluoroquinoline), C1=C(C=CC2=CC=CC=C12)CCN (2-(2-naphthyl)ethyl amine), [OH-].[NH4+] (ammonium hydroxide). The solvent is O (water). The product is FC=1C=CC=C2C(=CC=NC12)NCCC1=CC2=CC=CC=C2C=C1 (8-Fluoro-N-[2-(2-naphthyl)ethyl]-4-quinolinamine). Yield: 40.2%. As a reaction SMILES: Cl[C:2]1[C:11]2[C:6](=[C:7]([F:12])[CH:8]=[CH:9][CH:10]=2)[N:5]=[CH:4][CH:3]=1.[CH:13]1[C:22]2[C:17](=[CH:18][CH:19]=[CH:20][CH:21]=2)[CH:16]=[CH:15][C:14]=1[CH2:23][CH2:24][NH2:25].[OH-].[NH4+]>O>[F:12][C:7]1[CH:8]=[CH:9][CH:10]=[C:11]2[C:6]=1[N:5]=[CH:4][CH:3]=[C:2]2[NH:25][CH2:24][CH2:23][C:14]1[CH:15]=[CH:16][C:17]2[C:22](=[CH:21][CH:20]=[CH:19][CH:18]=2)[CH:13]=1 |f:2.3|. Reported procedure: A mixture of 2.0 g of 4-chloro-8-fluoroquinoline and 3.8 g of 2-(2-naphthyl)ethyl amine was heated under nitrogen to 160°-165° C. for one hour. Then 200 mL of a 50:50 mixture of ammonium hydroxide in water was added. The product was extracted from the mixture into CH2Cl2, which was then concentrated to dryness. The residue was recrystallized from pentane/ethyl acetate to give 1.4 g of the title product. Yield 41.2%. M.P. 173°-174° C.